Dataset: the Open Reaction Database (ORD), a public repository of structured organic reaction records. Task: describe an organic reaction: reactants, conditions, products, and yield Reactants: CC=1C(C2(CCCC2)CC(C1)=O)C(=O)OCC (ethyl 7-methyl-9-oxospiro[4.5]dec-7-ene-6-carboxylate). The reagents and catalysts are [Pd] (Pd/C). Run in CCCCCC (hexane). Yields the product C[C@@H]1[C@@H](C2(CCCC2)CC(C1)=O)C(=O)OCC (cis-ethyl 7-methyl-9-oxospiro[4.5]decane-6-carboxylate). Isolated yield 91.0%. RXN SMILES: [CH3:1][C:2]1[CH:3]([C:13]([O:15][CH2:16][CH3:17])=[O:14])[C:4]2([CH2:9][C:10](=[O:12])[CH:11]=1)[CH2:8][CH2:7][CH2:6][CH2:5]2>CCCCCC.[Pd]>[CH3:1][C@H:2]1[CH2:11][C:10](=[O:12])[CH2:9][C:4]2([CH2:5][CH2:6][CH2:7][CH2:8]2)[C@H:3]1[C:13]([O:15][CH2:16][CH3:17])=[O:14]. Procedure: A solution of ethyl 7-methyl-9-oxospiro[4.5]dec-7-ene-6-carboxylate (2.5 g, 10.6 mmol, prepared as described in Example 16) in hexane (40 ml) was treated with 10% Pd/C (0.5 g) and hydrogenated (10 bar) for 1.5 h. The resulting mixture was filtered and concentrated to give cis-ethyl 7-methyl-9-oxospiro[4.5]decane-6-carboxylate (2.29, 91%). Starting materials: acid chloride, FC(CCCOC1=CC=C(C(=O)O)C=C1)(F)F (4-(4,4,4-trifluorobutoxy)benzoic acid), S(=O)(Cl)Cl (thionyl chloride), Amide, NC1=CC=C(C=C1)C=1SC2=C(N1)C=CC(=C2)OC (2-(4-aminophenyl)-6-methoxybenzothiazole). Run in N1=CC=CC=C1 (pyridine), C(Cl)(Cl)Cl (chloroform). Product: FC(CCCOC1=CC=C(C(=O)NC2=CC=C(C=C2)C=2SC3=C(N2)C=CC(=C3)OC)C=C1)(F)F (4-(4,4,4-Trifluorobutoxy)-N-[4-(6-methoxybenzothiazol-2-yl)-phenyl]-benzamide). The yield is 87.5%. As a reaction SMILES: [F:1][C:2]([F:17])([F:16])[CH2:3][CH2:4][CH2:5][O:6][C:7]1[CH:15]=[CH:14][C:10]([C:11]([OH:13])=O)=[CH:9][CH:8]=1.S(Cl)(Cl)=O.[NH2:22][C:23]1[CH:28]=[CH:27][C:26]([C:29]2[S:30][C:31]3[CH:37]=[C:36]([O:38][CH3:39])[CH:35]=[CH:34][C:32]=3[N:33]=2)=[CH:25][CH:24]=1>C(Cl)(Cl)Cl.N1C=CC=CC=1>[F:16][C:2]([F:1])([F:17])[CH2:3][CH2:4][CH2:5][O:6][C:7]1[CH:8]=[CH:9][C:10]([C:11]([NH:22][C:23]2[CH:24]=[CH:25][C:26]([C:29]3[S:30][C:31]4[CH:37]=[C:36]([O:38][CH3:39])[CH:35]=[CH:34][C:32]=4[N:33]=3)=[CH:27][CH:28]=2)=[O:13])=[CH:14][CH:15]=1. Procedure details: A mixture of 4-(4,4,4-trifluorobutoxy)benzoic acid (0.20 g, 0.806 mmol) and thionyl chloride (0.42 g, 3.54 mmol) in chloroform (5 ml) was heated under reflux for 8 h. The reaction mixture was cooled to room temperature and the excess reagent and solvent was removed under reduced pressure to give the crude acid chloride. The amide was prepared as described in the Amide Coupling section using the crude acid chloride and 2-(4-aminophenyl)-6-methoxybenzothiazole (0.206 g, 0.806 mmol) in dry pyridine...